From a dataset of the Open Reaction Database (ORD), a public repository of structured organic reaction records. describe an organic reaction: reactants, conditions, products, and yield The reactants are COc1c(NC(=O)c2cc3cccc(N)c3s2)cc(C(C)(C)C)cc1NS(C)(=O)=O, CC#N, O=C=Nc1ccccc1. The product is COc1c(NC(=O)c2cc3cccc(NC(=O)Nc4ccccc4)c3s2)cc(C(C)(C)C)cc1NS(C)(=O)=O. As a reaction SMILES: [C:1]([CH3:2])([CH3:3])([CH3:4])[c:5]1[cH:6][c:7]([NH:26][S:27](=[O:28])(=[O:29])[CH3:30])[c:8]([O:24][CH3:25])[c:9]([NH:11][C:12](=[O:13])[c:14]2[cH:15][c:16]3[c:17]([s:18]2)[c:19]([NH2:23])[cH:20][cH:21][cH:22]3)[cH:10]1.[CH3:40][C:41]#[N:42].[O:31]=[C:32]=[N:33][c:34]1[cH:35][cH:36][cH:37][cH:38][cH:39]1>>[C:1]([CH3:2])([CH3:3])([CH3:4])[c:5]1[cH:6][c:7]([NH:26][S:27](=[O:28])(=[O:29])[CH3:30])[c:8]([O:24][CH3:25])[c:9]([NH:11][C:12](=[O:13])[c:14]2[cH:15][c:16]3[c:17]([s:18]2)[c:19]([NH:23][C:32](=[O:31])[NH:33][c:34]2[cH:35][cH:36][cH:37][cH:38][cH:39]2)[cH:20][cH:21][cH:22]3)[cH:10]1. Reactants: C(C1=CC=CC=C1)[C@H]1CN(CCN1)C1=CC(=C(C=C1)OC)OC1CC1 ((S)-3-benzyl-1-(3-cyclopropyloxy-4-methoxy-phenyl)-piperazine), C(C)OC(CC1=NN=CN1)=O ((4H-[1,2,4]triazol-3-yl)-acetic acid ethyl ester). The product is C(C1=CC=CC=C1)[C@@H]1N(CCN(C1)C1=CC(=C(C=C1)OC)OC1CC1)C(CC1=NN=CN1)=O ((S)-1-(2-benzyl-4-(3-cyclopropoxy-4-methoxyphenyl)piperazin-1-yl)-2-(4H-1,2,4-triazol-3-yl)ethanone). Yield: 15.0%. As a reaction SMILES: [CH2:1]([C@@H:8]1[NH:13][CH2:12][CH2:11][N:10]([C:14]2[CH:19]=[CH:18][C:17]([O:20][CH3:21])=[C:16]([O:22][CH:23]3[CH2:25][CH2:24]3)[CH:15]=2)[CH2:9]1)[C:2]1[CH:7]=[CH:6][CH:5]=[CH:4][CH:3]=1.C([O:28][C:29](=O)[CH2:30][C:31]1[NH:35][CH:34]=[N:33][N:32]=1)C>>[CH2:1]([C@H:8]1[CH2:9][N:10]([C:14]2[CH:19]=[CH:18][C:17]([O:20][CH3:21])=[C:16]([O:22][CH:23]3[CH2:25][CH2:24]3)[CH:15]=2)[CH2:11][CH2:12][N:13]1[C:29](=[O:28])[CH2:30][C:31]1[NH:35][CH:34]=[N:33][N:32]=1)[C:2]1[CH:3]=[CH:4][CH:5]=[CH:6][CH:7]=1. Procedure: Prepared using the same procedure described in Example 275 from (S)-3-benzyl-1-(3-cyclopropyloxy-4-methoxy-phenyl)-piperazine and (4H-[1,2,4]triazol-3-yl)-acetic acid ethyl ester with heating for 7 days to afford the title compound as a yellow solid (20 mg, 15%). LC/MS (Method B) 3.12 min, [M+1]+ 448. Starting materials: [Br-], C=CCC[Mg+], C=CCCC=O, C1CCOC1. Product: C=CCCC(O)CCC=C. As a reaction SMILES: [Br-:1].[CH2:2]([CH2:3][CH:4]=[CH2:5])[Mg+:6].[CH:7]([CH2:8][CH2:9][CH:10]=[CH2:11])=[O:12].[O:13]1[CH2:14][CH2:15][CH2:16][CH2:17]1>>[CH2:2]([CH2:3][CH:4]=[CH2:5])[CH:7]([CH2:8][CH2:9][CH:10]=[CH2:11])[OH:12]. Starting materials: O=C([O-])O, CN(C)C=O, [H-], [Na+], [Na+], Oc1ccc(Cl)cc1Cl, Cc1ccc(S(=O)(=O)OCC2CCC=CO2)cc1. The product is Clc1ccc(OCC2CCC=CO2)c(Cl)c1. As a reaction SMILES: [C:30](=[O:31])([OH:32])[O-:33].[CH3:35][N:36]([CH3:37])[CH:38]=[O:39].[H-:10].[Na+:11].[Na+:34].[OH:1][c:2]1[cH:3][cH:4][c:5]([Cl:6])[cH:7][c:8]1[Cl:9].[S:12]([O:13][CH2:23][CH:24]1[O:25][CH:26]=[CH:27][CH2:28][CH2:29]1)([c:14]1[cH:15][cH:16][c:17]([CH3:18])[cH:19][cH:20]1)(=[O:21])=[O:22]>>[O:1]([c:2]1[cH:3][cH:4][c:5]([Cl:6])[cH:7][c:8]1[Cl:9])[CH2:23][CH:24]1[O:25][CH:26]=[CH:27][CH2:28][CH2:29]1. The reactants are C(C)OC(CC1(C[C@H]([C@@H](C1)C)C)C[N+](=O)[O-])=O ((trans)-(3,4-Dimethyl-1-nitromethyl-cyclopentyl)-acetic acid ethyl ester). Reagents/catalysts: [Ni] (Raney nickel). Solvent: CO (methanol). Run at time 5 hour. The product is C[C@@H]1CC2(CC(NC2)=O)C[C@H]1C ((+)-(trans)-7,8-Dimethyl-2-aza-spiro[4.4]nonan-3-one). Isolated yield 94.9%. As a reaction SMILES: C([O:3][C:4](=O)[CH2:5][C:6]1([CH2:13][N+:14]([O-])=O)[CH2:10][C@@H:9]([CH3:11])[C@H:8]([CH3:12])[CH2:7]1)C>CO.[Ni]>[CH3:12][C@H:8]1[C@H:9]([CH3:11])[CH2:10][C:6]2([CH2:13][NH:14][C:4](=[O:3])[CH2:5]2)[CH2:7]1. Reported procedure: The nitroester (3) (1.14 g, 4.7 mmol) was dissolved in methanol (50 mL) and shaken over Raney nickel catalyst under an atmosphere of hydrogen (40 psi) at 30° C. After 5 hours, the catalyst was removed by filtration through celite. The solvent was removed in vacuo to give 746 mg (95%) of a pale yellow oil which solidified on standing.